This data is from the Open Reaction Database (ORD), a public repository of structured organic reaction records. The task is: describe an organic reaction: reactants, conditions, products, and yield Reactants: CN(C)c1cccc([N+](=O)[O-])c1, O=C1CCC(=O)N1Cl, CN(C)C=O. Product: CN(C)c1cccc([N+](=O)[O-])c1Cl. Reaction SMILES: [CH3:1][N:2]([c:3]1[cH:4][c:5]([N+:9](=[O:10])[O-:11])[cH:6][cH:7][cH:8]1)[CH3:12].[Cl:13][N:14]1[C:15](=[O:16])[CH2:17][CH2:18][C:19]1=[O:20].[O:21]=[CH:22][N:23]([CH3:24])[CH3:25]>>[CH3:1][N:2]([c:3]1[c:4]([Cl:13])[c:5]([N+:9](=[O:10])[O-:11])[cH:6][cH:7][cH:8]1)[CH3:12]. RXN SMILES: [OH:1][C:2]1[CH:3]=[C:4]([CH:9]=[C:10]([OH:12])[CH:11]=1)[C:5]([O:7][CH3:8])=[O:6].[C:13]([O-:16])([O-])=O.[K+].[K+].[CH2:19](Cl)[O:20][CH3:21].[CH3:23]C#N>C(Cl)Cl>[CH3:8][O:7][C:5](=[O:6])[C:4]1[CH:3]=[C:2]([O:1][CH2:19][O:20][CH3:21])[CH:11]=[C:10]([O:12][CH2:23][O:16][CH3:13])[CH:9]=1 |f:1.2.3|. Procedure details: To a suspension of methyl 3,5-dihydroxybenzoate (250 g, 1.5 mol) and K2CO3 (500 g, 3.6 mol) in MeCN (2 L) was added drop wise MOMCl (270 g, 3.35 mol) at 0° C. The mixture was stirred at room temperature for 1.5 hr. TLC (EtOAc/petroleum ether=1/2) showed that no starting material was present. The reaction mixture was filtered and the filtrate was concentrated to give a brown oil. The oil was suspended in CH2Cl2. The resulting solid was filtered off. The filtrate was concentrated again to give the... Yields the product COC(C1=CC(=CC(=C1)OCOC)OCOC)=O (3,5-Bis-methoxymethoxy-benzoic acid methyl ester). The yield is 57.0%. Starting materials: C(OC)Cl (MOMCl), EtOAc petroleum ether, OC=1C=C(C(=O)OC)C=C(C1)O (methyl 3,5-dihydroxybenzoate), C(=O)([O-])[O-].[K+].[K+] (K2CO3), CC#N (MeCN). Solvent: C(Cl)Cl (CH2Cl2). Run at time 1.5 hour. Reactants: BrC=1C=NC(=NC1)C=1OC2=C(N1)C=CC(=C2)OCC2CC2 (2-(5-bromopyrimidin-2-yl)-6-(cyclopropylmethoxy)-1,3-benzoxazole), C(C1=CC=CC=C1)O (benzyl alcohol), C([O-])([O-])=O.[Cs+].[Cs+] (cesium carbonate), N1=CC=CC2=CC=C3C=CC=NC3=C12 (1,10-phenanthroline). The reagents and catalysts are [Cu]I (copper(I) iodide). Solvent: C1(=CC=CC=C1)C (toluene). Reaction conditions: temperature 110 celsius, time 3 day. The product is C(C1=CC=CC=C1)OC=1C=NC(=NC1)C=1OC2=C(N1)C=CC(=C2)OCC2CC2 (2-[5-(benzyloxy)pyrimidin-2-yl]-6-(cyclopropylmethoxy)-1,3-benzoxazole). Isolated yield 73.1%. As a reaction SMILES: Br[C:2]1[CH:3]=[N:4][C:5]([C:8]2[O:9][C:10]3[CH:16]=[C:15]([O:17][CH2:18][CH:19]4[CH2:21][CH2:20]4)[CH:14]=[CH:13][C:11]=3[N:12]=2)=[N:6][CH:7]=1.[CH2:22]([OH:29])[C:23]1[CH:28]=[CH:27][CH:26]=[CH:25][CH:24]=1.C(=O)([O-])[O-].[Cs+].[Cs+].N1C2C(=CC=C3C=2N=CC=C3)C=CC=1>[Cu]I.C1(C)C=CC=CC=1>[CH2:22]([O:29][C:2]1[CH:3]=[N:4][C:5]([C:8]2[O:9][C:10]3[CH:16]=[C:15]([O:17][CH2:18][CH:19]4[CH2:21][CH2:20]4)[CH:14]=[CH:13][C:11]=3[N:12]=2)=[N:6][CH:7]=1)[C:23]1[CH:28]=[CH:27][CH:26]=[CH:25][CH:24]=1 |f:2.3.4|. Procedure: Under an argon atmosphere, a mixture of 2-(5-bromopyrimidin-2-yl)-6-(cyclopropylmethoxy)-1,3-benzoxazole (260 mg), benzyl alcohol (812 mg), cesium carbonate (368 mg), copper(I) iodide (14.3 mg), 1,10-phenanthroline (27.0 mg) and toluene (5 mL) was stirred at 110° C. for 3 days. The precipitate was removed by filtration, and the filtrate was concentrated under reduced pressure. The residue was purified by silica gel column chromatography (hexane/ethyl acetate) to give the title compound as a pale... The solvent is C1=CC=CC=C1 (benzene), C(C)N(CC)CC (triethyl amine). As a reaction SMILES: O1CCN(C(CCC(O)=O)=O)CC1.C1(P(N=[N+]=[N-])(C2C=CC=CC=2)=O)C=CC=CC=1.[O:31]1[CH2:36][CH2:35][N:34]([C:37]([CH2:39][CH2:40][N:41]=[C:42]=[O:43])=[O:38])[CH2:33][CH2:32]1.[F:44][C:45]1[C:46](=[O:52])[NH:47][C:48](=[O:51])[NH:49][CH:50]=1>C1C=CC=CC=1.C(N(CC)CC)C>[O:31]1[CH2:32][CH2:33][N:34]([C:37]([CH2:39][CH2:40][NH:41][C:42]([N:49]2[CH:50]=[C:45]([F:44])[C:46](=[O:52])[NH:47][C:48]2=[O:51])=[O:43])=[O:38])[CH2:35][CH2:36]1. Reactants: O1CCN(CC1)C(=O)CCC(=O)O (3-morpholinocarbonylpropionic acid), C1(=CC=CC=C1)P(=O)(C1=CC=CC=C1)N=[N+]=[N-] (diphenylphosphoryl azide), FC=1C(NC(NC1)=O)=O (5-fluorouracil), O1CCN(CC1)C(=O)CCN=C=O (2-morpholinocarbonylethyl isocyanate). Procedure: The reaction of 3-morpholinocarbonylpropionic acid and diphenylphosphoryl azide in a solution of triethyl amine and benzene provided a solution comprising 2-morpholinocarbonylethyl isocyanate, which was reacted with 5-fluorouracil to provide 1-[N-(2-morpholinocarbonylethyl)carbamoyl]-5-fluorouracil substantially in the similar method to that of Example 4. Yields the product O1CCN(CC1)C(=O)CCNC(=O)N1C(=O)NC(=O)C(=C1)F (1-[N-(2-morpholinocarbonylethyl)carbamoyl]-5-fluorouracil). Starting materials: C1(=CC=CC=C1)C(=CC1=NC=CC=C1)C1=CC=CC=C1 (2-(2,2-diphenylethenyl)pyridine), C(C)(=O)O (acetic acid). Run at temperature 115 celsius. Yields the product C(C)(=O)O.C1(CCCCC1)C(CC1NCCCC1)C1CCCCC1 (2-(2,2-dicyclohexylethyl)piperidine acetate). RXN SMILES: [C:1]1([C:7]([C:15]2[CH:20]=[CH:19][CH:18]=[CH:17][CH:16]=2)=[CH:8][C:9]2[CH:14]=[CH:13][CH:12]=[CH:11][N:10]=2)[CH:6]=[CH:5][CH:4]=[CH:3][CH:2]=1.[C:21]([OH:24])(=[O:23])[CH3:22]>>[C:21]([OH:24])(=[O:23])[CH3:22].[CH:1]1([CH:7]([CH:15]2[CH2:20][CH2:19][CH2:18][CH2:17][CH2:16]2)[CH2:8][CH:9]2[CH2:14][CH2:13][CH2:12][CH2:11][NH:10]2)[CH2:2][CH2:3][CH2:4][CH2:5][CH2:6]1 |f:2.3|. Procedure details: To a nitrogen-purged ten gallon autoclave is added a slurry of 400 g. of a 5 percent rhodium-on-carbon catalyst (Engelhard Industries) followed by a warm (50° C.) solution of glacial acetic acid and 4.0 kg (15.5 moles) of 2-(2,2-diphenylethenyl)pyridine. The charging system is rinsed using an additional 3.5 liters of glacial acetic acid. The system is purged with nitrogen and then hydrogen gas is introduced to a pressure of 40 atmospheres. The reaction mixture is stirred and heated to a temperat... The reactants are C1(=CC=CC=C1)OS(N)(=O)=O (sulfamic acid phenyl ester), C(C)C1(CC1)O (1-ethylcyclopropanol). The product is C(C)C1(CC1)OS(N)(=O)=O (sulfamic acid 1-ethyl-cyclopropyl ester). As a reaction SMILES: [C:1]1([O:7][S:8](=[O:11])(=[O:10])[NH2:9])[CH:6]=[CH:5]C=[CH:3][CH:2]=1.C(C1(O)CC1)C>>[CH2:6]([C:1]1([O:7][S:8](=[O:10])(=[O:11])[NH2:9])[CH2:2][CH2:3]1)[CH3:5]. Procedure: Sulfamic acid 1-ethyl-cyclopropyl ester was synthesized according to the method presented in the synthesis of sulfamic acid phenyl ester in Example 1 with the exception of utilizing 1-ethylcyclopropanol (synthesized by methods reported in Synthesis 1991, 234) to obtain sulfamic acid 1-ethyl-cyclopropyl ester. RXN SMILES: [CH3:23][I:24].[CH3:25][OH:26].[CH3:27][c:28]1[cH:29][cH:30][cH:31][cH:32][cH:33]1.[CH3:34][N:35]([CH3:36])[CH:37]=[O:38].[CH3:40][C:41](=[O:42])[OH:43].[Cl:1][c:2]1[c:3]([O:19][CH3:20])[cH:4][c:5]2[c:9]([c:10]1[Cl:11])[C:8](=[O:12])[CH:7]([CH2:13][CH:14]1[CH2:15][CH2:16][CH2:17][CH2:18]1)[CH2:6]2.[H-:21].[Na+:22].[OH2:39]>>[Cl:1][c:2]1[c:3]([O:19][CH3:20])[cH:4][c:5]2[c:9]([c:10]1[Cl:11])[C:8](=[O:12])[C:7]([CH2:13][CH:14]1[CH2:15][CH2:16][CH2:17][CH2:18]1)([CH3:23])[CH2:6]2. Yields the product COc1cc2c(c(Cl)c1Cl)C(=O)C(C)(CC1CCCC1)C2. Starting materials: CI, CO, Cc1ccccc1, CN(C)C=O, CC(=O)O, COc1cc2c(c(Cl)c1Cl)C(=O)C(CC1CCCC1)C2, [H-], [Na+], O.